This data is from the Open Reaction Database (ORD), a public repository of structured organic reaction records. The task is: describe an organic reaction: reactants, conditions, products, and yield The reactants are C1[C@H](C)O1 ((S)-propylene oxide), [Mg] (Magnesium), BrCCC(C=C)C (5-bromo-3-methylpent-1-ene). Reagents/catalysts: [Cu](Br)Br (copper bromide), II (iodine). Solvent: C1CCOC1 (THF), C1CCOC1 (THF), C1CCOC1 (THF). Run at time 8 hour. Yields the product CC(CCC[C@@H](C)O)C=C ((2R)-6-methyloct-7-en-2-ol). Yield: 236.9%. RXN SMILES: [Mg].Br[CH2:3][CH2:4][CH:5]([CH3:8])[CH:6]=[CH2:7].[CH2:9]1[O:12][C@H:10]1[CH3:11]>C1COCC1.[Cu](Br)Br.II>[CH3:8][CH:5]([CH:6]=[CH2:7])[CH2:4][CH2:3][CH2:9][C@H:10]([OH:12])[CH3:11]. Procedure: Magnesium turnings (1.3 g, 55.2 mmol) were suspended in dry THF (50 mL) and to the mixture was added a pinch of iodine (20 mg) at room temperature. To this reaction mass was added a solution of 5-bromo-3-methylpent-1-ene (6 g, 36.8 mmol) in THF (200 mL). The reaction mass was heated with hot air gun to initiate the reaction. When the reaction was judged complete, the solution was cannulated to a solution of (S)-propylene oxide (3.21 g, 55.2 mmol) and copper bromide (0.528 g, 3.68 mmol) in THF (5... The reactants are [Li+].CC(C)[N-]C(C)C (LDA), BrC1=C(C=C(C=C1)F)Br (1,2-dibromo-4-fluorobenzene), II (iodine). Run in C1CCOC1 (THF), C1CCOC1 (THF). Conditions: time 30 minute. Product: BrC1=C(C(=C(C=C1)F)I)Br (1,2-dibromo-4-fluoro-3-iodobenzene). The yield is 70.0%. Reaction SMILES: [Li+].CC([N-]C(C)C)C.[Br:9][C:10]1[CH:15]=[CH:14][C:13]([F:16])=[CH:12][C:11]=1[Br:17].[I:18]I>C1COCC1>[Br:9][C:10]1[CH:15]=[CH:14][C:13]([F:16])=[C:12]([I:18])[C:11]=1[Br:17] |f:0.1|. Procedure: To a solution of freshly-prepared LDA (33.9 mmol) in anhyd THF (100 mL) at −78° C. was added a solution of 1,2-dibromo-4-fluorobenzene (4 mL, 32.3 mmol) in THF (8 mL), dropwise at such a rate that the internal temperature remained <−70° C. The mixture was stirred 30 min and iodine (9.02 g, 35.5 mmol) was added in one portion. The mixture was stirred 30 min, quenched by addition of 10% Na2S2O3, and removed from the cooling bath. Upon warming the mixture was poured into water and extracted with Et...